From a dataset of the Open Reaction Database (ORD), a public repository of structured organic reaction records. describe an organic reaction: reactants, conditions, products, and yield The reactants are FC1=CC=C(C=C1)C=1C(=CC(NC1C(F)(F)F)=O)C1=CC=C(C=C1)S(=O)(=O)C (5-(4-fluorophenyl)-4-[4-(methylsulfonyl)phenyl]-6-(trifluoromethyl)-2-oxo-pyridine), C([O-])([O-])=O.[K+].[K+] (potassium carbonate), IC (iodomethane), CN(C)C=O (DMF). Run in O (water). Reaction conditions: time 3 hour. Yields the product FC1=CC=C(C=C1)C=1C(=CC(=NC1C(F)(F)F)OC)C1=CC=C(C=C1)S(=O)(=O)C (5-(4-fluorophenyl)-2-methoxy-4-[4-(methylsulfonyl)phenyl]-6-(trifluoromethyl)pyridine). Yield: 102.5%. As a reaction SMILES: [F:1][C:2]1[CH:7]=[CH:6][C:5]([C:8]2[C:9]([C:19]3[CH:24]=[CH:23][C:22]([S:25]([CH3:28])(=[O:27])=[O:26])=[CH:21][CH:20]=3)=[CH:10][C:11](=[O:18])[NH:12][C:13]=2[C:14]([F:17])([F:16])[F:15])=[CH:4][CH:3]=1.[C:29](=O)([O-])[O-].[K+].[K+].IC.CN(C=O)C>O>[F:1][C:2]1[CH:7]=[CH:6][C:5]([C:8]2[C:9]([C:19]3[CH:24]=[CH:23][C:22]([S:25]([CH3:28])(=[O:26])=[O:27])=[CH:21][CH:20]=3)=[CH:10][C:11]([O:18][CH3:29])=[N:12][C:13]=2[C:14]([F:15])([F:17])[F:16])=[CH:4][CH:3]=1 |f:1.2.3|. Reported procedure: A mixture of 0.16 g (0.39 mMol) of the sulfone of Step 5, 0.2 g of potassium carbonate and 4.0 g of iodomethane, and 5 mL of DMF was stirred for 3 hours, poured into water and extracted with ether. The ether extract was washed with brine, dried over MgSO4 and filtered through silica gel. The filtrate was concentrated in vacuo and the residue was crystallized from hexane to give 5-(4-fluorophenyl)-2-methoxy-4-[4-(methylsulfonyl)phenyl]-6-(trifluoromethyl)pyridine as a white solid (0.17 g): mp 166...